This data is from the Open Reaction Database (ORD), a public repository of structured organic reaction records. The task is: describe an organic reaction: reactants, conditions, products, and yield Reactants: C(C1=CC=CC=C1)(C1=CC=CC=C1)OC(=O)C1=C[C@@H]([C@H]([C@@H](O1)C(=O)O)NC(C)=O)NC(=NC(=O)OC(C)(C)C)NC(=O)OC(C)(C)C ((2R,3R,4S)-3-Acetylamino-4-[2,3-bis(tert-butoxycarbonyl)-guanidino]-3,4-dihydro-2H-pyran-2,6-dicarboxylic acid 6-benzhydryl ester), C(C)(=O)OCC (ethyl acetate), FC(C(=O)OC1=C(C(=C(C(=C1F)F)F)F)F)(F)F (pentafluorophenyl trifluoroacetate). Solvent: CN(C=O)C (dimethylformamide), N1=CC=CC=C1 (pyridine), N1=CC=CC=C1 (pyridine). Run at temperature 23 celsius, time 1 hour. Yields the product FC1=C(C(=C(C(=C1F)F)F)F)OC(=O)[C@@H]1OC(=C[C@@H]([C@H]1NC(C)=O)NC(=NC(=O)OC(C)(C)C)NC(=O)OC(C)(C)C)C(=O)OC(C1=CC=CC=C1)C1=CC=CC=C1 ((2R,3R,4S)-3-Acetylamino-4-[2,3-bis(tert-butoxycarbonyl)guanidino]-3,4-dihydro-2H-pyran-2,6-dicarboxylic acid 6-benzhydryl ester 2-(2,3,4,5,6-pentafluorophenyl)ester). RXN SMILES: [CH:1]([O:14][C:15]([C:17]1[O:22][C@@H:21]([C:23]([OH:25])=[O:24])[C@H:20]([NH:26][C:27](=[O:29])[CH3:28])[C@@H:19]([NH:30][C:31]([NH:40][C:41]([O:43][C:44]([CH3:47])([CH3:46])[CH3:45])=[O:42])=[N:32][C:33]([O:35][C:36]([CH3:39])([CH3:38])[CH3:37])=[O:34])[CH:18]=1)=[O:16])([C:8]1[CH:13]=[CH:12][CH:11]=[CH:10][CH:9]=1)[C:2]1[CH:7]=[CH:6][CH:5]=[CH:4][CH:3]=1.FC(F)(F)C(O[C:53]1[C:58]([F:59])=[C:57]([F:60])[C:56]([F:61])=[C:55]([F:62])[C:54]=1[F:63])=O.C(OCC)(=O)C>CN(C)C=O.N1C=CC=CC=1>[F:59][C:58]1[C:57]([F:60])=[C:56]([F:61])[C:55]([F:62])=[C:54]([F:63])[C:53]=1[O:24][C:23]([C@H:21]1[C@H:20]([NH:26][C:27](=[O:29])[CH3:28])[C@@H:19]([NH:30][C:31]([NH:40][C:41]([O:43][C:44]([CH3:47])([CH3:46])[CH3:45])=[O:42])=[N:32][C:33]([O:35][C:36]([CH3:38])([CH3:39])[CH3:37])=[O:34])[CH:18]=[C:17]([C:15]([O:14][CH:1]([C:8]2[CH:13]=[CH:12][CH:11]=[CH:10][CH:9]=2)[C:2]2[CH:7]=[CH:6][CH:5]=[CH:4][CH:3]=2)=[O:16])[O:22]1)=[O:25]. Procedure details: To a solution of (2R,3R,4S)-3-Acetylamino-4-[2,3-bis(tert-butoxycarbonyl)-guanidino]-3,4-dihydro-2H-pyran-2,6-dicarboxylic acid 6-benzhydryl ester (4.4 g) in dry dimethylformamide (10 ml) and pyridine (0.70 ml) was added pentafluorophenyl trifuoroacetate (1.27 ml) and the reaction was stirred at 23° C. for 1 hour. More pyridine (0.70 ml) and pentafluorophenyl trifluoroacetate (1.27 ml) was added and the reaction was stirred for a further 2 hours. The reaction mixture was diluted using ethyl acet... Starting materials: CC1=C(C(=CC(=C1)O)C)O (2,6-dimethylbenzene-1,4-diol), C(C(C)(C)C)(=O)Cl (pivaloyl chloride), N1=CC=CC=C1 (pyridine). Run in ClCCl (dichloromethane). Yields the product CC1=C(C(=CC(=C1)OC(C(C)(C)C)=O)C)O (2,6-Dimethyl-4-pivaloyloxyphenol). The yield is 61.0%. As a reaction SMILES: [CH3:1][C:2]1[CH:7]=[C:6]([OH:8])[CH:5]=[C:4]([CH3:9])[C:3]=1[OH:10].[C:11](Cl)(=[O:16])[C:12]([CH3:15])([CH3:14])[CH3:13].N1C=CC=CC=1>ClCCl>[CH3:1][C:2]1[CH:7]=[C:6]([O:8][C:11](=[O:16])[C:12]([CH3:15])([CH3:14])[CH3:13])[CH:5]=[C:4]([CH3:9])[C:3]=1[OH:10]. Procedure details: By using 6.90 g of 2,6-dimethylbenzene-1,4-diol, 6.63 g of pivaloyl chloride, 11.85 g of pyridine and 60 ml of dichloromethane, reaction and purification were carried out in a similar manner to that described in Reference Example 9, whereby 6.77 g of the title compound were obtained. The reactants are CC(C)Cc1ccc(C=O)cc1, COC=CCc1ccc(CC(C)C)cc1. Yields the product CC(C)Cc1ccc(CCC=O)cc1. Reaction SMILES: [CH2:16]([c:17]1[cH:18][cH:19][c:20]([CH:21]=[O:22])[cH:23][cH:24]1)[CH:25]([CH3:26])[CH3:27].[CH2:1]([CH:2]([CH3:3])[CH3:4])[c:5]1[cH:6][cH:7][c:8]([CH2:11][CH:12]=[CH:13][O:14][CH3:15])[cH:9][cH:10]1>>[CH2:1]([CH:2]([CH3:3])[CH3:4])[c:5]1[cH:6][cH:7][c:8]([CH2:11][CH2:12][CH:13]=[O:14])[cH:9][cH:10]1. Reactants: succinates, C[C@]12CC[C@H]3[C@H]([C@@H]1CCC2=O)CC=C4[C@@]3(CC[C@@H](C4)O)C (dehydroepiandrosterone), CC(=O)[C@H]1CC[C@@H]2[C@@]1(CC[C@H]3[C@H]2CC=C4[C@@]3(CC[C@@H](C4)O)C)C (pregnenolone), CC(=O)[C@H]1CC[C@@H]2[C@@]1(CC[C@H]3[C@H]2CCC4=CC(=O)CC[C@]34C)C (progesterone), O[C@@H]1CC2=CC[C@H]3[C@@H]4CCC([C@@]4(C)CC[C@@H]3[C@H]2CC1)=O (3β-hydroxy-estr-5-en-17-one), C[C@@]12C(CC[C@H]1[C@@H]1CC[C@H]3CC(CC[C@]3(C)[C@H]1CC2)=O)=O (5α-androstane-3,17-dione), 11α-hydroxy succinate, C[C@@]12[C@H](CC[C@H]1[C@@H]1CC=C3C[C@H](CC[C@]3(C)[C@H]1CC2)O)O (androst-5-ene-3β,17β-diol), pregn-5-ene-3β,20α, diols, pregn-4-ene-3,20α, diols, C[C@@]12[C@H](CC[C@H]1[C@@H]1CC=C3C[C@H](CC[C@@H]3[C@H]1CC2)O)O (estr-5-en-3β,17β-diol), C[C@@]12[C@H](CC[C@H]1[C@@H]1CC[C@H]3C[C@H](CC[C@]3(C)[C@H]1CC2)O)O (5α-androstane-3β,17β-diol). The product is C[C@@]12[C@H](CC[C@H]1[C@@H]1CCC=3C=C(C=CC3[C@H]1[C@H](C2)O)O)O (estra-1,3,5(10)-triene-3,11β,17β-triol). As a reaction SMILES: [CH3:1][C@@:2]12[C:10](=[O:11])[CH2:9][CH2:8][C@H:7]1[C@@H:6]1[CH2:12][CH:13]=[C:14]3[CH2:19][C@@H:18]([OH:20])[CH2:17][CH2:16][C@:15]3(C)[C@H:5]1[CH2:4][CH2:3]2.CC([C@@H]1[C@@]2(C)CC[C@@H]3[C@@]4(C)CC[C@H](O)CC4=CC[C@H]3[C@@H]2CC1)=[O:24].CC([C@@H]1[C@@]2(C)CC[C@@H]3[C@]4(C)C(=CC(CC4)=O)CC[C@H]3[C@@H]2CC1)=O.O[C@H]1CC[C@H]2C(=CC[C@@H]3[C@@H]2CC[C@@]2(C)[C@H]3CCC2=O)C1.C[C@]12CC[C@H]3[C@@H](CC[C@@H]4[C@]3(C)CCC(=O)C4)[C@@H]1CCC2=O.C[C@]12CC[C@H]3[C@@H](CC=C4[C@]3(C)CC[C@H](O)C4)[C@@H]1CC[C@@H]2O.C[C@]12CC[C@H]3[C@@H](CC=C4[C@@H]3CC[C@H](O)C4)[C@@H]1CC[C@@H]2O.C[C@]12CC[C@H]3[C@@H](CC[C@@H]4[C@]3(C)CC[C@H](O)C4)[C@@H]1CC[C@@H]2O>>[CH3:1][C@:2]12[CH2:3][C@H:4]([OH:24])[C@H:5]3[C@@H:6]([CH2:12][CH2:13][C:14]4[CH:19]=[C:18]([OH:20])[CH:17]=[CH:16][C:15]=43)[C@@H:7]1[CH2:8][CH2:9][C@@H:10]2[OH:11]. Procedure: This reduction procedure is useful for the preparation of the 11α-acid succinates of 11α-hydroxy analogs of dehydroepiandrosterone, pregnenolone, progesterone, 3β-hydroxy-estr-5-en-17-one, and 5α-androstane-3,17-dione to 11α-hydroxy succinate derivatives of androst-5-ene-3β,17β-diol, pregn-5-ene-3β,20α and 20β diols, pregn-4-ene-3,20α and 20β diols, estr-5-en-3β,17β-diol and 5α-androstane-3β,17β-diol.